Dataset: the Open Reaction Database (ORD), a public repository of structured organic reaction records. Task: describe an organic reaction: reactants, conditions, products, and yield The reactants are CC(C)O, [K+], [K+], O=[Mn](=O)(=O)[O-], [OH-], O, COc1cnc(CO)cc1OC(C)C. Yields the product COc1cnc(C(=O)O)cc1OC(C)C. Reaction SMILES: [CH:23]([OH:24])([CH3:25])[CH3:26].[K+:20].[K+:22].[Mn:15](=[O:16])([O-:17])(=[O:18])=[O:19].[OH-:21].[OH2:27].[OH:1][CH2:2][c:3]1[n:4][cH:5][c:6]([O:13][CH3:14])[c:7]([O:9][CH:10]([CH3:11])[CH3:12])[cH:8]1>>[O:1]=[C:2]([c:3]1[n:4][cH:5][c:6]([O:13][CH3:14])[c:7]([O:9][CH:10]([CH3:11])[CH3:12])[cH:8]1)[OH:16]. Starting materials: ClCCl, CN(C)C=O, O=C(O)C(CC1CCCC1)c1ccc(F)c(C(F)(F)F)c1, CCN(C(C)C)C(C)C, O=C(Cl)C(=O)Cl, Nc1nccs1. Product: O=C(Nc1nccs1)C(CC1CCCC1)c1ccc(F)c(C(F)(F)F)c1. Reaction SMILES: [CH2:43]([Cl:44])[Cl:45].[CH3:46][N:47]([CH3:48])[CH:49]=[O:50].[CH:1]1([CH2:6][CH:7]([C:8](=[O:9])[OH:10])[c:11]2[cH:12][c:13]([C:18]([F:19])([F:20])[F:21])[c:14]([F:17])[cH:15][cH:16]2)[CH2:2][CH2:3][CH2:4][CH2:5]1.[CH:34]([N:35]([CH2:36][CH3:37])[CH:38]([CH3:39])[CH3:40])([CH3:41])[CH3:42].[Cl:22][C:23]([C:24]([Cl:25])=[O:26])=[O:27].[NH2:28][c:29]1[s:30][cH:31][cH:32][n:33]1>>[CH:1]1([CH2:6][CH:7]([C:8](=[O:9])[NH:28][c:29]2[s:30][cH:31][cH:32][n:33]2)[c:11]2[cH:12][c:13]([C:18]([F:19])([F:20])[F:21])[c:14]([F:17])[cH:15][cH:16]2)[CH2:2][CH2:3][CH2:4][CH2:5]1.